From a dataset of the Open Reaction Database (ORD), a public repository of structured organic reaction records. describe an organic reaction: reactants, conditions, products, and yield Starting materials: [Al+3], [H-], [H-], [H-], [H-], [Li+], [Na+], [Na+], O=S(=O)([O-])[O-], N#Cc1c(Nc2ccccc2)cccc1Oc1ccccc1, C1CCOC1. RXN SMILES: [Al+3:24].[H-:23].[H-:26].[H-:27].[H-:28].[Li+:25].[Na+:29].[Na+:30].[O-:31][S:32](=[O:33])(=[O:34])[O-:35].[O:1]([c:2]1[cH:3][cH:4][cH:5][cH:6][cH:7]1)[c:8]1[c:9]([C:10]#[N:11])[c:12]([NH:16][c:17]2[cH:18][cH:19][cH:20][cH:21][cH:22]2)[cH:13][cH:14][cH:15]1.[O:36]1[CH2:37][CH2:38][CH2:39][CH2:40]1>>[O:1]([c:2]1[cH:3][cH:4][cH:5][cH:6][cH:7]1)[c:8]1[c:9]([CH2:10][NH2:11])[c:12]([NH:16][c:17]2[cH:18][cH:19][cH:20][cH:21][cH:22]2)[cH:13][cH:14][cH:15]1. Product: NCc1c(Nc2ccccc2)cccc1Oc1ccccc1. The reactants are ON1N=NC2=C1N=CC=C2 (1-hydroxy-7-azabenzotriazole), Cl.C(C)N=C=NCCCN(C)C (1-ethyl-3-(3-dimethylaminopropyl)carbodiimide hydrochloride), C(C)(C)(C)OC(=O)CN[C@@H](C(=O)O)CC1=CC=CC=C1 ((2R)-2-(tert-butoxycarbonylmethylamino)-3-phenyl propionic acid), C(C)(=O)NN (acetic acid hydrazide), C(C)(C)N(CC)C(C)C (diisopropylethylamine), C(C)(=O)OCC (Ethyl acetate). Run in CN(C=O)C (dimethyl formamide), C(Cl)Cl (methylene chloride). Reaction conditions: time 20 minute. Product: C(C)(C)(C)OC(N(C)[C@@H](C(=O)NNC(C)=O)CC1=CC=CC=C1)=O (N-[(1R)-2-(N'-acetylhydrazino)-1-benzyl-2-oxoethyl]-N-methylcarbamic acid tert-butyl ester). As a reaction SMILES: C(OC([CH2:8][NH:9][C@H:10]([CH2:14][C:15]1[CH:20]=[CH:19][CH:18]=[CH:17][CH:16]=1)[C:11]([OH:13])=O)=O)(C)(C)C.ON1C2N=C[CH:29]=[CH:30][C:25]=2N=N1.Cl.C(N=C=NCCCN(C)C)C.[C:43]([NH:46][NH2:47])(=[O:45])[CH3:44].[CH:48](N(C(C)C)CC)(C)C.[C:57]([O:60]CC)(=[O:59])C>CN(C)C=O.C(Cl)Cl>[C:30]([O:60][C:57](=[O:59])[N:9]([C@H:10]([CH2:14][C:15]1[CH:16]=[CH:17][CH:18]=[CH:19][CH:20]=1)[C:11]([NH:47][NH:46][C:43](=[O:45])[CH3:44])=[O:13])[CH3:8])([CH3:29])([CH3:25])[CH3:48] |f:2.3|. Procedure: N'-Acetylhydrazinecarboxylic acid tert-butyl ester(0.95 g, 5.45 mmol) was dissolved in methylene chloride (10 ml) and trifluoroacetic acid (10 ml) was added and the mixture was stirred at room temperature for 1 h. The mixture was concentrated in vavuo and stripped three times with methylene chloride to give 1.0 g of acetic acid hydrazide. Then (2R)-2-(tert-butoxycarbonylmethylamino)-3-phenyl propionic acid (0.76 g, 2.73 mmol) was dissolved in a mixture of dimethyl formamide (3 ml) and methylene ... Starting materials: BrC1=C2N=C(NC2=NC(=N1)SCC1=C(C(=CC=C1)F)F)NC(OCC)=O (Ethyl 6-bromo-2-[(2,3-difluorobenzyl)thio]-9H-purin-8-ylcarbamate), NC(CO)(C)C (2-amino-2-methyl-1-propanol). The product is NC=1NC2=NC(=NC(=C2N1)NC(CO)(C)C)SCC1=C(C(=CC=C1)F)F (2-[[8-amino-2-[[(2,3-difluorophenyl)methyl]thio]-9H-purin-6-yl]amino]-2-methyl-1-propanol). As a reaction SMILES: Br[C:2]1[N:10]=[C:9]([S:11][CH2:12][C:13]2[CH:18]=[CH:17][CH:16]=[C:15]([F:19])[C:14]=2[F:20])[N:8]=[C:7]2[C:3]=1[N:4]=[C:5]([NH:21]C(=O)OCC)[NH:6]2.[NH2:27][C:28]([CH3:32])([CH3:31])[CH2:29][OH:30]>>[NH2:21][C:5]1[NH:6][C:7]2[C:3]([N:4]=1)=[C:2]([NH:27][C:28]([CH3:32])([CH3:31])[CH2:29][OH:30])[N:10]=[C:9]([S:11][CH2:12][C:13]1[CH:18]=[CH:17][CH:16]=[C:15]([F:19])[C:14]=1[F:20])[N:8]=2. Procedure details: The titled compound was prepared from the product of example 5, step (e) (50 mg) and 2-amino-2-methyl-1-propanol (66 μl) using the method of example 5, step (f) and purified by preparative HPLC to yield a white solid. The yield is 26.6%. RXN SMILES: [C:1]([CH:5]1[CH2:10][CH2:9][CH:8]([CH2:11][C:12]2[CH:13]=[C:14]3[C:19](=[CH:20][CH:21]=2)[CH:18]=[C:17]([C@:22]2([CH3:28])[CH2:26][O:25]C(=O)[NH:23]2)[CH:16]=[CH:15]3)[CH2:7][CH2:6]1)([CH3:4])([CH3:3])[CH3:2].[OH-].[Li+].C(O)C.O>>[NH2:23][C@@:22]([C:17]1[CH:16]=[CH:15][C:14]2[C:19](=[CH:20][CH:21]=[C:12]([CH2:11][CH:8]3[CH2:7][CH2:6][CH:5]([C:1]([CH3:4])([CH3:3])[CH3:2])[CH2:10][CH2:9]3)[CH:13]=2)[CH:18]=1)([CH3:28])[CH2:26][OH:25] |f:1.2|. The reactants are C(C)(C)(C)C1CCC(CC1)CC=1C=C2C=CC(=CC2=CC1)[C@]1(NC(OC1)=O)C ((R)-4-(6-((4-tert-butylcyclohexyl)methyl)naphthalen-2-yl)-4-methyloxazolidin-2-one), [OH-].[Li+] (lithium hydroxide), C(C)O (ethanol), O (water). Reported procedure: The mixture of (R)-4-(6-((4-tert-butylcyclohexyl)methyl)naphthalen-2-yl)-4-methyloxazolidin-2-one (18.6 mg, 0.0000490 mol) and lithium hydroxide (12.9 mg, 0.000539 mol) in ethanol (1 mL, 0.02 mol) and water (0.50 mL, 0.028 mol) was heated to reflux overnight. The solvent was removed under vacuum and the residue was partitioned between water/CH2Cl2. The aqueous was extensively extracted with CH2Cl2 and the combined organic phase was dried over Na2SO4. The concentrated residue was taken up into me... Yields the product N[C@](CO)(C)C1=CC2=CC=C(C=C2C=C1)CC1CCC(CC1)C(C)(C)C ((R)-2-amino-2-(6-((4-tert-butylcyclohexyl)methyl)naphthalen-2-yl)propan-1-ol). The reactants are C(C)(=O)[O-].[Na+] (sodium acetate), CC1CCC(CC1)=O (4-methylcyclohexanone), C(C)(=O)OC(C)=O (acetic anhydride). The solvent is saturated aqueous solution. Reaction conditions: time 4 hour. Yields the product C(C)(=O)C1C(CCC(C1)C)=O (2-acetyl-4-methylcyclohexanone). As a reaction SMILES: [CH3:1][CH:2]1[CH2:7][CH2:6][C:5](=[O:8])[CH2:4][CH2:3]1.[C:9](OC(=O)C)(=[O:11])[CH3:10].C([O-])(=O)C.[Na+]>>[C:9]([CH:4]1[CH2:3][CH:2]([CH3:1])[CH2:7][CH2:6][C:5]1=[O:8])(=[O:11])[CH3:10] |f:2.3|. Procedure: 24 g of 40% boron trifluoride/acetic acid complex was cooled with ice and a mixture of 5.6 g of 4-methylcyclohexanone and acetic anhydride was added dropwise thereto. After stirring at room temperature for four hours, approximately 50 ml of a saturated aqueous solution of sodium acetate was added thereto and the obtained reaction mixture was heated under reflux for one hour. After cooling, the reaction mixture was extracted with ether, washed with an aqueous solution of sodium hydrogencarbonate ...